From a dataset of the Open Reaction Database (ORD), a public repository of structured organic reaction records. describe an organic reaction: reactants, conditions, products, and yield The reactants are N#CCBr, C1CCOC1, CC(C)(C)[O-], [Li+], COc1cc(F)c2c(c1)C(N)(CO)c1cc(Br)ccc1O2, O. The product is COc1cc(F)c2c(c1)C(N)(COCC#N)c1cc(Br)ccc1O2. As a reaction SMILES: [Br:28][CH2:29][C:30]#[N:31].[CH2:33]1[O:34][CH2:35][CH2:36][CH2:37]1.[CH3:22][C:23]([CH3:24])([O-:25])[CH3:26].[Li+:27].[NH2:1][C:2]1([CH2:20][OH:21])[c:3]2[cH:4][c:5]([Br:19])[cH:6][cH:7][c:8]2[O:9][c:10]2[c:11]([F:18])[cH:12][c:13]([O:16][CH3:17])[cH:14][c:15]21.[OH2:32]>>[NH2:1][C:2]1([CH2:20][O:21][CH2:29][C:30]#[N:31])[c:3]2[cH:4][c:5]([Br:19])[cH:6][cH:7][c:8]2[O:9][c:10]2[c:11]([F:18])[cH:12][c:13]([O:16][CH3:17])[cH:14][c:15]21. The reactants are FC=1C=CC(=C(OC2CCC3(OCCO3)CC2)C1)[N+](=O)[O-] (8-(5-fluoro-2-nitro-phenoxy)-1,4-dioxa-spiro[4.5]decane), C(=O)[O-].[NH4+] (ammonium formate). Reagents/catalysts: [Pd] (Pd/C). The solvent is CO (methanol). Reaction conditions: time 0.5 hour. The product is O1CCOC12CCC(CC2)OC2=C(C=CC(=C2)F)N (2-(1,4-Dioxa-spiro[4.5]dec-8-yloxy)-4-fluoro-phenylamine). Reaction SMILES: [F:1][C:2]1[CH:3]=[CH:4][C:5]([N+:19]([O-])=O)=[C:6]([CH:18]=1)[O:7][CH:8]1[CH2:17][CH2:16][C:11]2([O:15][CH2:14][CH2:13][O:12]2)[CH2:10][CH2:9]1.C([O-])=O.[NH4+]>CO.[Pd]>[O:12]1[C:11]2([CH2:16][CH2:17][CH:8]([O:7][C:6]3[CH:18]=[C:2]([F:1])[CH:3]=[CH:4][C:5]=3[NH2:19])[CH2:9][CH2:10]2)[O:15][CH2:14][CH2:13]1 |f:1.2|. Procedure details: 0.446 g Pd/C (5%) were added to a mixture of 4.46 g (8-(5-fluoro-2-nitro-phenoxy)-1,4-dioxa-spiro[4.5]decane and 4.03 g ammonium formate in 50 ml anhydrous methanol at rt. The reaction was initiated by gentle warming. The reaction was allowed to cool and stirred for a further 0.5 hours. The suspension was filtered through celite and washed with methanol. The combined organics were concentrated in vacuo and the residue triturated from diethylether. The solids were filtered and the filtrate collec... Starting materials: Cc1ccc(S(=O)(=O)N(F)CC(C)(C)C)cc1, [H-], [H][H], [Na+], C1CCOC1, CCOC(=O)C(C(=O)OCC)c1ccccc1. Product: CCOC(=O)C(F)(C(=O)OCC)c1ccccc1. As a reaction SMILES: [F:22][N:23]([CH2:24][C:25]([CH3:26])([CH3:27])[CH3:28])[S:29]([c:30]1[cH:31][cH:32][c:33]([CH3:34])[cH:35][cH:36]1)(=[O:37])=[O:38].[H-:18].[H:20][H:21].[Na+:19].[O:39]1[CH2:40][CH2:41][CH2:42][CH2:43]1.[c:1]1([CH:7]([C:8](=[O:9])[O:10][CH2:11][CH3:12])[C:13](=[O:14])[O:15][CH2:16][CH3:17])[cH:2][cH:3][cH:4][cH:5][cH:6]1>>[c:1]1([C:7]([C:8](=[O:9])[O:10][CH2:11][CH3:12])([C:13](=[O:14])[O:15][CH2:16][CH3:17])[F:22])[cH:2][cH:3][cH:4][cH:5][cH:6]1. Starting materials: COC1=CC=C(CN2C([C@@H]([C@H]2S(=O)(=O)C(C)(C)C)CO)=O)C=C1 (1-p-methoxybenzyl-3-(S)-hydroxymethyl-4-(R)-tert.-butylsulphonyl-2-azetidinone), S(=O)(=O)([O-])OOS(=O)(=O)[O-].[Na+].[Na+] (sodium peroxydisulphate), P(=O)(O)([O-])[O-].[K+].[K+] (dipotassium hydrogen phosphate). Reagents/catalysts: O.O.O.O.O.O.O.S(=O)(=O)([O-])[O-].[Fe+2] (iron(II) sulphate heptahydrate), O.C(C)(=O)[O-].[Cu+2].C(C)(=O)[O-] (copper(II) acetate hydrate). Solvent: C(C)#N (acetonitrile), O (water). Run at time 2 hour. Yields the product OC[C@H]1C(N[C@@H]1S(=O)(=O)C(C)(C)C)=O (3-(S)-hydroxymethyl-4-(R)-tert.-butylsulphonyl-2-azetidinone). As a reaction SMILES: COC1C=CC(C[N:8]2[C@H:11]([S:12]([C:15]([CH3:18])([CH3:17])[CH3:16])(=[O:14])=[O:13])[C@@H:10]([CH2:19][OH:20])[C:9]2=[O:21])=CC=1.S(OOS([O-])(=O)=O)([O-])(=O)=O.[Na+].[Na+].P([O-])([O-])(O)=O.[K+].[K+]>C(#N)C.O.O.O.O.O.O.O.O.S([O-])([O-])(=O)=O.[Fe+2].O.C([O-])(=O)C.[Cu+2].C([O-])(=O)C>[OH:20][CH2:19][C@@H:10]1[C@@H:11]([S:12]([C:15]([CH3:17])([CH3:16])[CH3:18])(=[O:14])=[O:13])[NH:8][C:9]1=[O:21] |f:1.2.3,4.5.6,9.10.11.12.13.14.15.16.17,18.19.20.21|. Reported procedure: A solution of 68.3 mg (0.2 mmol) of 1-p-methoxybenzyl-3-(S)-hydroxymethyl-4-(R)-tert.-butylsulphonyl-2-azetidinone in 4 ml of acetonitrile is added to a solution of 428 mg (1.8 mmol) of sodium peroxydisulphate, 174 mg (1 mmol) of dipotassium hydrogen phosphate, 1 mg of iron(II) sulphate heptahydrate and 2 mg of copper(II) acetate hydrate in 4 ml of water. The mixture is stirred for 2 hours under an argon atmosphere at a bath temperature of 65°. The resulting mixture is then concentrated to half ... Starting materials: [Al+3], CC(=O)Cl, CC1(NC(=O)c2ccccc2)Cc2ccccc2C1, [Cl-], [Cl-], [Cl-], C[N+](=O)[O-]. Yields the product CC(=O)c1ccc2c(c1)CC(C)(NC(=O)c1ccccc1)C2. Reaction SMILES: [Al+3:2].[CH3:24][C:25]([Cl:26])=[O:27].[CH3:5][C:6]1([NH:15][C:16]([c:17]2[cH:18][cH:19][cH:20][cH:21][cH:22]2)=[O:23])[CH2:7][c:8]2[cH:9][cH:10][cH:11][cH:12][c:13]2[CH2:14]1.[Cl-:1].[Cl-:3].[Cl-:4].[N+:28]([CH3:29])([O-:30])=[O:31]>>[CH3:5][C:6]1([NH:15][C:16]([c:17]2[cH:18][cH:19][cH:20][cH:21][cH:22]2)=[O:23])[CH2:7][c:8]2[cH:9][c:10]([C:25]([CH3:24])=[O:27])[cH:11][cH:12][c:13]2[CH2:14]1. Starting materials: C1CCOC1, CCCCCC1COc2cc(C=CC3=Cc4cc(F)cc(F)c4OC3)c(F)cc2C1. Yields the product CCCCCC1COc2cc(CCC3=Cc4cc(F)cc(F)c4OC3)c(F)cc2C1. RXN SMILES: [CH2:31]1[O:32][CH2:33][CH2:34][CH2:35]1.[F:1][c:2]1[cH:3][c:4]2[c:9]([c:10]([F:12])[cH:11]1)[O:8][CH2:7][C:6]([CH:13]=[CH:14][c:15]1[c:16]([F:30])[cH:17][c:18]3[c:23]([cH:24]1)[O:22][CH2:21][CH:20]([CH2:25][CH2:26][CH2:27][CH2:28][CH3:29])[CH2:19]3)=[CH:5]2>>[F:1][c:2]1[cH:3][c:4]2[c:9]([c:10]([F:12])[cH:11]1)[O:8][CH2:7][C:6]([CH2:13][CH2:14][c:15]1[c:16]([F:30])[cH:17][c:18]3[c:23]([cH:24]1)[O:22][CH2:21][CH:20]([CH2:25][CH2:26][CH2:27][CH2:28][CH3:29])[CH2:19]3)=[CH:5]2.